Dataset: the Open Reaction Database (ORD), a public repository of structured organic reaction records. Task: describe an organic reaction: reactants, conditions, products, and yield The reactants are C1(=CC=CC=C1)C([C@@H]1N(CC[C@@H]1O)C(=O)OCC)C1=CC=CC=C1 (cis-2-(diphenylmethyl)-3-hydroxy-1-ethoxycarbonylpyrrolidine), C[Si](C)(C)[N-][Si](C)(C)C.[K+] (potassium bis(trimethylsilyl)amide), 1/2h, CC=1C=C(CBr)C=C(C1)C (3,5dimethylbenzyl bromide). Run in COCCOC (ethylene glycol dimethyl ether), COCCOC (ethylene glycol dimethyl ether). Reaction conditions: time 18 hour. Product: C1(=CC=CC=C1)C([C@@H]1N(CC[C@@H]1OCC1=CC(=CC(=C1)C)C)C(=O)OCC)C1=CC=CC=C1 (cis-2-(diphenylmethyl)-3-(3,5-dimethylbenzyloxy)-1-ethoxycarbonylpyrrolidine). RXN SMILES: [C:1]1([CH:7]([C:19]2[CH:24]=[CH:23][CH:22]=[CH:21][CH:20]=2)[C@H:8]2[C@@H:12]([OH:13])[CH2:11][CH2:10][N:9]2[C:14]([O:16][CH2:17][CH3:18])=[O:15])[CH:6]=[CH:5][CH:4]=[CH:3][CH:2]=1.C[Si]([N-][Si](C)(C)C)(C)C.[K+].[CH3:35][C:36]1[CH:37]=[C:38]([CH:41]=[C:42]([CH3:44])[CH:43]=1)[CH2:39]Br>COCCOC>[C:19]1([CH:7]([C:1]2[CH:2]=[CH:3][CH:4]=[CH:5][CH:6]=2)[C@H:8]2[C@@H:12]([O:13][CH2:35][C:36]3[CH:37]=[C:38]([CH3:39])[CH:41]=[C:42]([CH3:44])[CH:43]=3)[CH2:11][CH2:10][N:9]2[C:14]([O:16][CH2:17][CH3:18])=[O:15])[CH:24]=[CH:23][CH:22]=[CH:21][CH:20]=1 |f:1.2|. Reported procedure: To a solution of cis-2-(diphenylmethyl)-3-hydroxy-1-ethoxycarbonylpyrrolidine (Example 1d, 1.00 g, 3.1 mmol) in ethylene glycol dimethyl ether (10.0 ml) was added 0.5M potassium bis(trimethylsilyl)amide (9.00 ml, 4.5 mmol) and stirred at room temperature for 1/2h before addition of 3,5dimethylbenzyl bromide (0.92 g, 4.5 mmol) in ethylene glycol dimethyl ether (2 ml). After stirring for 18 h the solvent was removed in vacuo and the residue partitioned between water/dichloromethane. The organic ph...